From a dataset of the Open Reaction Database (ORD), a public repository of structured organic reaction records. describe an organic reaction: reactants, conditions, products, and yield Reactants: Cl.C(CCC)NC1COC2=C(C(C1)O)C=CC=C2 (3-butylamino-2,3,4,5-tetrahydro-1-benzoxepin-5-ol hydrochloride), P(O)(O)(O)=O (phosphoric acid), ice. Yields the product Cl.C(CCC)NC1COC2=C(C=C1)C=CC=C2 (3-butylamino-2,3-dihydro-1-benzoxepine hydrochloride). Isolated yield 84.7%. As a reaction SMILES: [ClH:1].[CH2:2]([NH:6][CH:7]1[CH2:13][CH:12](O)[C:11]2[CH:15]=[CH:16][CH:17]=[CH:18][C:10]=2[O:9][CH2:8]1)[CH2:3][CH2:4][CH3:5].P(=O)(O)(O)O>>[ClH:1].[CH2:2]([NH:6][CH:7]1[CH:13]=[CH:12][C:11]2[CH:15]=[CH:16][CH:17]=[CH:18][C:10]=2[O:9][CH2:8]1)[CH2:3][CH2:4][CH3:5] |f:0.1,3.4|. Reported procedure: 15.3 g 3-butylamino-2,3,4,5-tetrahydro-1-benzoxepin-5-ol hydrochloride were stirred for four hours at room temperature in 80 ml of an 85 percent aqueous phosphoric acid solution. Subsequently, the solution was poured over 100 g of ice, and the mixture was worked up as described in Example 1. 12.1 g of 3-butylamino-2,3-dihydro-1-benzoxepine hydrochloride were obtained. Melting point: 138 degrees C.